This data is from the Open Reaction Database (ORD), a public repository of structured organic reaction records. The task is: describe an organic reaction: reactants, conditions, products, and yield Starting materials: [Cl-].[NH4+] (ammonium chloride), C[Si](C(F)(F)F)(C)C (trimethyl(trifluoromethyl)silane), [F-].C(CCC)[N+](CCCC)(CCCC)CCCC (tetrabutylammonium fluoride), BrC1=CC=CC(=N1)C(=O)N1CCC(CC1)=O (1-(6-bromopicolinoyl)piperidin-4-one). The solvent is C1CCOC1 (THF), CO (MeOH). Conditions: temperature 0 celsius, time 13 hour. The product is BrC1=CC=CC(=N1)C(=O)N1CCC(CC1)(C(F)(F)F)O ((6-bromopyridin-2-yl)(4-hydroxy-4-(trifluoromethyl)piperidin-1-yl)methanone). Yield: 96.3%. As a reaction SMILES: [Br:1][C:2]1[N:7]=[C:6]([C:8]([N:10]2[CH2:15][CH2:14][C:13](=[O:16])[CH2:12][CH2:11]2)=[O:9])[CH:5]=[CH:4][CH:3]=1.C[Si](C)(C)[C:19]([F:22])([F:21])[F:20].[F-].C([N+](CCCC)(CCCC)CCCC)CCC.[Cl-].[NH4+]>C1COCC1.CO>[Br:1][C:2]1[N:7]=[C:6]([C:8]([N:10]2[CH2:15][CH2:14][C:13]([OH:16])([C:19]([F:22])([F:21])[F:20])[CH2:12][CH2:11]2)=[O:9])[CH:5]=[CH:4][CH:3]=1 |f:2.3,4.5|. Procedure details: After 1-(6-bromopicolinoyl)piperidin-4-one (100 mg, 0.353 mmol) was dissolved in THF (1.5 ml), trimethyl(trifluoromethyl)silane (0.5M solution in THF, 1.4 ml, 0.706 mmol) and tetrabutylammonium fluoride (1.0M solution in THF, 0.74 ml, 0.741 mmol) were sequentially added thereto at 0° C., and then the resulting mixture was stirred at room temperature for 13 hours. A saturated aqueous ammonium chloride solution (0.6 ml) was added to the resulting reaction liquid, and then the resulting mixture was... Starting materials: S1C(=CC=C1)CC(=O)NC1[C@@H]2N(C(=C([C@@H](S2)C)COC(C)=O)C(=O)OC(C2=CC=CC=C2)C2=CC=CC=C2)C1=O (diphenylmethyl 7-(2-thienylacetamido)-2β-methyl-3-acetoxymethylceph-3-em-4-carboxylate), P(Cl)(Cl)(Cl)(Cl)Cl (PCl5), OP(=O)([O-])[O-].[K+].[K+] (K2HPO4), OP(=O)(O)O (H3PO4). The solvent is C(Cl)Cl (CH2Cl2), N1=CC=CC=C1 (pyridine), CO (MeOH). Run at time 45 minute. Yields the product NC1[C@@H]2N(C(=C([C@@H](S2)C)COC(C)=O)C(=O)OC(C2=CC=CC=C2)C2=CC=CC=C2)C1=O (Diphenylmethyl 7-amino-2β-methyl-3-acetoxymethylceph-3-em-4-carboxylate). Yield: 117.9%. As a reaction SMILES: S1C=CC=C1CC([NH:9][CH:10]1[C:39](=[O:40])[N:12]2[C:13]([C:23]([O:25][CH:26]([C:33]3[CH:38]=[CH:37][CH:36]=[CH:35][CH:34]=3)[C:27]3[CH:32]=[CH:31][CH:30]=[CH:29][CH:28]=3)=[O:24])=[C:14]([CH2:18][O:19][C:20](=[O:22])[CH3:21])[C@H:15]([CH3:17])[S:16][C@H:11]12)=O.P(Cl)(Cl)(Cl)(Cl)Cl.OP([O-])([O-])=O.[K+].[K+].OP(O)(O)=O>C(Cl)Cl.CO.N1C=CC=CC=1>[NH2:9][CH:10]1[C:39](=[O:40])[N:12]2[C:13]([C:23]([O:25][CH:26]([C:27]3[CH:28]=[CH:29][CH:30]=[CH:31][CH:32]=3)[C:33]3[CH:34]=[CH:35][CH:36]=[CH:37][CH:38]=3)=[O:24])=[C:14]([CH2:18][O:19][C:20](=[O:22])[CH3:21])[C@H:15]([CH3:17])[S:16][C@H:11]12 |f:2.3.4|. Procedure details: A 6.8 ml portion of pyridine was added to a solution of 4 g of diphenylmethyl 7-(2-thienylacetamido)-2β-methyl-3-acetoxymethylceph-3-em-4-carboxylate in 170 ml of CH2Cl2, and 4.35 g of PCl5 was then added to the mixture at -12° C., followed by stirring at the same temperature for 45 minutes. 45 ml of MeOH was added in once to the mixture, followed by stirring at -10° C. for 30 minutes and further at room temperature for 1 hour. 100 ml of 0.5M K2HPO4 solution and further 25% H3PO4 were added to t... Starting materials: C(=O)C1=C(C=CC(=O)OC)C=CC(=C1)OC (methyl 2-formyl-4-methoxycinnamate). Reagents/catalysts: [Pd] (palladium on carbon). Solvent: C(C)(=O)OCC (ethyl acetate). Conditions: time 18 hour. Product: OCC1=C(CCC(=O)OC)C=CC(=C1)OC (Methyl 2-Hydroxymethyl-4-methoxyhydrocinnamate). RXN SMILES: [CH:1]([C:3]1[CH:14]=[C:13]([O:15][CH3:16])[CH:12]=[CH:11][C:4]=1[CH:5]=[CH:6][C:7]([O:9][CH3:10])=[O:8])=[O:2]>[Pd].C(OCC)(=O)C>[OH:2][CH2:1][C:3]1[CH:14]=[C:13]([O:15][CH3:16])[CH:12]=[CH:11][C:4]=1[CH2:5][CH2:6][C:7]([O:9][CH3:10])=[O:8]. Procedure: A mixture of methyl 2-formyl-4-methoxycinnamate (15.9 g) and 10% palladium on carbon (2.0 g) in ethyl acetate (200 ml) is shaken under a hydrogen pressure of 45 psi for about 18 hours. The mixture is filtered, concentrated in vacuo, and the residue purified by HPLC, eluting with hexanes/ethyl acetate (3:2), to give the desired product. Reactants: solution, C(C)(C)[Mg]Br (isopropylmagnesium bromide), C(C)C1C(N(CCCC1)C)=O (3-ethyl-hexahydro-1-methyl-2H-azepin-2-one), C(C)(C)NC(C)C (diisopropylamine), COC1=CC(CCC1)=O (3-methoxy-2-cyclohexenone), Cl (HCl). The solvent is CCOCC (ether), C1CCOC1 (THF), C1CCOC1 (THF). Reaction conditions: time 2 hour. Product: C(C)C1(C(N(CCCC1)C)=O)C1=CC(CCC1)=O (3-Ethyl-hexahydro-1-methyl-3-(3-oxocyclohexen-1-yl)-2H-azepin-2-one). Isolated yield 52.2%. RXN SMILES: C([Mg]Br)(C)C.[CH2:6]([CH:8]1[CH2:14][CH2:13][CH2:12][CH2:11][N:10]([CH3:15])[C:9]1=[O:16])[CH3:7].C(NC(C)C)(C)C.C[O:25][C:26]1[CH2:31][CH2:30][CH2:29][C:28](=O)[CH:27]=1.Cl>CCOCC.C1COCC1>[CH2:6]([C:8]1([C:28]2[CH2:29][CH2:30][CH2:31][C:26](=[O:25])[CH:27]=2)[CH2:14][CH2:13][CH2:12][CH2:11][N:10]([CH3:15])[C:9]1=[O:16])[CH3:7]. Procedure details: A 2 molar solution of isopropylmagnesium bromide in ether (70 ml) was treated with 3-ethyl-hexahydro-1-methyl-2H-azepin-2-one (21.7 g, Aust. J. Chem. 1976, 29 2651) in THF (20 ml) and the mixture treated dropwise with diisopropylamine (19.6 ml) (exothermic). The reaction mixture was stirred for 2 hours then treated dropwise with 3-methoxy-2-cyclohexenone (12.6 g) in THF (20 ml). After stirring for 2 hours the reaction mixture was poured onto cold 2 N HCl (250 ml). After 10 minutes the mixture wa... The reactants are C(C)(C)(C)OC(=O)NC1(CC1)C=1NC(=CC1C(=O)OCC)C1=C2N=C(C(=NC2=CC=C1)C)F (ethyl 2-(1-((tert-butoxycarbonyl)amino)cyclopropyl)-5-(3-fluoro-2-methylquinoxalin-5-yl)-1H-pyrrole-3-carboxylate), C1(CC1)N (cyclopropanamine), CCN(C(C)C)C(C)C (DIEA). Run in CS(=O)C (DMSO), CCOC(=O)C (EtOAc). Product: C(C)(C)(C)OC(=O)NC1(CC1)C=1NC(=CC1C(=O)OCC)C1=C2N=C(C(=NC2=CC=C1)C)NC1CC1 (ethyl 2-(1-((tert-butoxycarbonyl)amino)cyclopropyl)-5-(3-(cyclopropylamino)-2-methylquinoxalin-5-yl)-1H-pyrrole-3-carboxylate). Yield: 56.4%. As a reaction SMILES: [C:1]([O:5][C:6]([NH:8][C:9]1([C:12]2[NH:13][C:14]([C:22]3[CH:31]=[CH:30][CH:29]=[C:28]4[C:23]=3[N:24]=[C:25](F)[C:26]([CH3:32])=[N:27]4)=[CH:15][C:16]=2[C:17]([O:19][CH2:20][CH3:21])=[O:18])[CH2:11][CH2:10]1)=[O:7])([CH3:4])([CH3:3])[CH3:2].[CH:34]1([NH2:37])[CH2:36][CH2:35]1.CCN(C(C)C)C(C)C>CS(C)=O.CCOC(C)=O>[C:1]([O:5][C:6]([NH:8][C:9]1([C:12]2[NH:13][C:14]([C:22]3[CH:31]=[CH:30][CH:29]=[C:28]4[C:23]=3[N:24]=[C:25]([NH:37][CH:34]3[CH2:36][CH2:35]3)[C:26]([CH3:32])=[N:27]4)=[CH:15][C:16]=2[C:17]([O:19][CH2:20][CH3:21])=[O:18])[CH2:11][CH2:10]1)=[O:7])([CH3:4])([CH3:3])[CH3:2]. Reported procedure: A solution of ethyl 2-(1-((tert-butoxycarbonyl)amino)cyclopropyl)-5-(3-fluoro-2-methylquinoxalin-5-yl)-1H-pyrrole-3-carboxylate (325b) (218 mg, 0.480 mmol), cyclopropanamine (82 mg, 1.44 mmol) and DIEA (0.17 mL, 0.96 mmol) in 3 mL of DMSO was heated in an oil bath at 80° C. for 5 h. It was diluted with 50 mL of EtOAc, washed with 5 mL of water. The organic solution was concentrated and the residue was stirred in 5 mL of ether. The insoluble yellow solid was filtered, rinsed with 2×2 mL of ether ... Starting materials: CCOC(=O)c1ccc2c(c1)[nH]c1c(C#N)ccc(N3CCCC(NC(=O)OCc4ccccc4)C3)c12, CCO, [K+], [OH-], O. Product: N#Cc1ccc(N2CCCC(NC(=O)OCc3ccccc3)C2)c2c1[nH]c1cc(C(=O)O)ccc12. RXN SMILES: [CH2:1]([c:2]1[cH:3][cH:4][cH:5][cH:6][cH:7]1)[O:8][C:9](=[O:10])[NH:11][CH:12]1[CH2:13][N:14]([c:18]2[c:19]3[c:20]4[cH:21][cH:22][c:23]([C:33](=[O:34])[O:35][CH2:36][CH3:37])[cH:24][c:25]4[nH:26][c:27]3[c:28]([C:31]#[N:32])[cH:29][cH:30]2)[CH2:15][CH2:16][CH2:17]1.[CH2:41]([OH:42])[CH3:43].[K+:39].[OH-:38].[OH2:40]>>[CH2:1]([c:2]1[cH:3][cH:4][cH:5][cH:6][cH:7]1)[O:8][C:9](=[O:10])[NH:11][CH:12]1[CH2:13][N:14]([c:18]2[c:19]3[c:20]4[cH:21][cH:22][c:23]([C:33](=[O:34])[OH:35])[cH:24][c:25]4[nH:26][c:27]3[c:28]([C:31]#[N:32])[cH:29][cH:30]2)[CH2:15][CH2:16][CH2:17]1. The reactants are O=C1OC(CCc2ccccc2)(c2ccccc2)CC(O)=C1Br, COC(=O)c1ccccc1S, C1CCNCC1, ClCCl. Product: COC(=O)c1ccccc1SC1=C(O)CC(CCc2ccccc2)(c2ccccc2)OC1=O. RXN SMILES: [Br:1][C:2]1=[C:7]([OH:8])[CH2:6][C:5]([CH2:9][CH2:10][c:11]2[cH:12][cH:13][cH:14][cH:15][cH:16]2)([c:17]2[cH:18][cH:19][cH:20][cH:21][cH:22]2)[O:4][C:3]1=[O:23].[C:24]([c:25]1[c:26]([SH:27])[cH:28][cH:29][cH:30][cH:31]1)(=[O:32])[O:33][CH3:34].[CH2:35]1[CH2:36][CH2:37][NH:38][CH2:39][CH2:40]1.[Cl:41][CH2:42][Cl:43]>>[C:2]1([S:27][c:26]2[c:25]([C:24](=[O:32])[O:33][CH3:34])[cH:31][cH:30][cH:29][cH:28]2)=[C:7]([OH:8])[CH2:6][C:5]([CH2:9][CH2:10][c:11]2[cH:12][cH:13][cH:14][cH:15][cH:16]2)([c:17]2[cH:18][cH:19][cH:20][cH:21][cH:22]2)[O:4][C:3]1=[O:23].